From a dataset of the Open Reaction Database (ORD), a public repository of structured organic reaction records. describe an organic reaction: reactants, conditions, products, and yield The reactants are Cl (hydrogen chloride), [Cl-].[Cl-].[Cl-].[Al+3] (aluminum trichloride), C(C)(=O)Cl (acetylchloride), C1CCC2=CC=CC=C12 (indane). Solvent: C1=CC=CC=C1 (benzene). Reaction conditions: temperature 6.5 celsius. Yields the product C(C)(=O)C=1C=C2CCCC2=CC1 (5-acetylindane). Isolated yield 66.4%. Reaction SMILES: [Cl-].[Cl-].[Cl-].[Al+3].[C:5](Cl)(=[O:7])[CH3:6].[CH2:9]1[C:17]2[C:12](=[CH:13][CH:14]=[CH:15][CH:16]=2)[CH2:11][CH2:10]1.Cl>C1C=CC=CC=1>[C:5]([C:14]1[CH:13]=[C:12]2[C:17](=[CH:16][CH:15]=1)[CH2:9][CH2:10][CH2:11]2)(=[O:7])[CH3:6] |f:0.1.2.3|. Procedure: Anhydrous aluminum trichloride (25 g) is added dropwise to a stirred mixture of acetylchloride (11.8 g), indane (24 g) and dry benzene (100 ml) stirred at 5-8° C. The stirring is continued for 6 hours at this temperature until the evolution of hydrogen chloride is over; then, the mixture is partitioned with ice (200 g) and 6N hydrochloric acid (100 ml), the organic phase is separated, the aqueous phase is extracted with benzene. The organic benzene layers are collected, washed until neutral, dri... Starting materials: C1OC=2C=C(C=CC2O1)CCC=CCCI (6-(3,4-methylenedioxyphenyl)-3-hexenyl iodide), [Li] (lithium), CC(CC(C)=O)=O (2,4-pentanedione), C1OC=2C=C(C=CC2O1)CCCCCCI (6-(3,4-methylenedioxyphenyl)hexyl iodide), B(Br)(Br)Br (boron tribromide). The solvent is CCOCC (ether). The product is OC=1C=C(C=CC1O)CCCCCCC(C(C)=O)C(C)=O (3-[6-(3,4-Dihydroxyphenyl)hexyl]-2,4-pentanedione). Reaction SMILES: C1[O:9][C:8]2[CH:7]=[CH:6][C:5]([CH2:10][CH2:11][CH2:12][CH2:13][CH2:14][CH2:15]I)=[CH:4][C:3]=2[O:2]1.C1OC2C=CC(CCC=CCCI)=CC=2O1.[Li].[CH3:34][C:35](=[O:40])[CH2:36][C:37](=[O:39])[CH3:38].B(Br)(Br)Br>CCOCC>[OH:2][C:3]1[CH:4]=[C:5]([CH2:10][CH2:11][CH2:12][CH2:13][CH2:14][CH2:15][CH:36]([C:35](=[O:40])[CH3:34])[C:37](=[O:39])[CH3:38])[CH:6]=[CH:7][C:8]=1[OH:9] |^1:32|. Procedure: [I; Ar is 3,4-(HO)2C6H3, R0 is H, R' and R" are CH3CO, Y is CH2CH2CH2CH2 ] was prepared from 6-(3,4-methylenedioxyphenyl)hexyl iodide (prepared by reduction of the compound of Preparation D2) and the lithium salt of 2,4-pentanedione, followed by ether cleavage with boron tribromide. The resulting product was obtained in the form of a light yellow viscous liquid. Reactants: BrC1=CC=C(C=C1)C=1N(C(C2=C(N1)N(N=C2)C2=CC=CC=C2)=O)C2=CC=C(C=C2)Cl (6-(4-bromo-phenyl)-5-(4-chloro-phenyl)-1-phenyl-1,5-dihydro-pyrazolo[3,4-d]pyrimidin-4-one), C(CCC)OC=C (butylvinyl ether), C1(=CC=CC=C1)P(CCCP(C1=CC=CC=C1)C1=CC=CC=C1)C1=CC=CC=C1 (1,3-bis(diphenylphosphino)propane), C(=O)([O-])[O-].[K+].[K+] (K2CO3). The reagents and catalysts are CC(=O)[O-].CC(=O)[O-].[Pd+2] (Pd(OAc)2). Run in CN(C)C=O (DMF), O (water). Run at temperature 100 celsius. Product: title compound, C(C)(=O)C1=CC=C(C=C1)C=1N(C(C2=C(N1)N(N=C2)C2=CC=CC=C2)=O)C2=CC=C(C=C2)Cl (6-(4-acetyl-phenyl)-5-(4-chloro-phenyl)-1-phenyl-1,5-dihydro-pyrazolo[3,4-d]pyrimidin-4-one), C(CCC)OC=CC1=CC=C(C=C1)C=1N(C(C2=C(N1)N(N=C2)C2=CC=CC=C2)=O)C2=CC=C(C=C2)Cl (6-[4-(2-butoxy-vinyl)-phenyl]-5-(4-chloro-phenyl)-1-phenyl-1,5-dihydro-pyrazolo[3,4-d]pyrimidin-4-one). Reaction SMILES: Br[C:2]1[CH:7]=[CH:6][C:5]([C:8]2[N:9]([C:24]3[CH:29]=[CH:28][C:27]([Cl:30])=[CH:26][CH:25]=3)[C:10](=[O:23])[C:11]3[CH:16]=[N:15][N:14]([C:17]4[CH:22]=[CH:21][CH:20]=[CH:19][CH:18]=4)[C:12]=3[N:13]=2)=[CH:4][CH:3]=1.[CH2:31]([O:35][CH:36]=[CH2:37])[CH2:32][CH2:33][CH3:34].C1(P(C2C=CC=CC=2)CCCP(C2C=CC=CC=2)C2C=CC=CC=2)C=CC=CC=1.C([O-])([O-])=O.[K+].[K+]>CN(C=O)C.CC([O-])=O.CC([O-])=O.[Pd+2].O>[C:31]([C:2]1[CH:7]=[CH:6][C:5]([C:8]2[N:9]([C:24]3[CH:25]=[CH:26][C:27]([Cl:30])=[CH:28][CH:29]=3)[C:10](=[O:23])[C:11]3[CH:16]=[N:15][N:14]([C:17]4[CH:22]=[CH:21][CH:20]=[CH:19][CH:18]=4)[C:12]=3[N:13]=2)=[CH:4][CH:3]=1)(=[O:35])[CH3:32].[CH2:31]([O:35][CH:36]=[CH:37][C:2]1[CH:3]=[CH:4][C:5]([C:8]2[N:9]([C:24]3[CH:29]=[CH:28][C:27]([Cl:30])=[CH:26][CH:25]=3)[C:10](=[O:23])[C:11]3[CH:16]=[N:15][N:14]([C:17]4[CH:18]=[CH:19][CH:20]=[CH:21][CH:22]=4)[C:12]=3[N:13]=2)=[CH:6][CH:7]=1)[CH2:32][CH2:33][CH3:34] |f:3.4.5,7.8.9|. Reported procedure: To a reaction tube charged with 6-(4-bromo-phenyl)-5-(4-chloro-phenyl)-1-phenyl-1,5-dihydro-pyrazolo[3,4-d]pyrimidin-4-one (20 mg, 0.042 mmol), butylvinyl ether (21 mg, 0.21 mmol), Pd(OAc)2 (1.0 mg, 0.004 mmol), 1,3-bis(diphenylphosphino)propane (3.5 mg, 0.008 mmol) and K2CO3 (7 mg, 0.05 mmol) is added water (0.05 mL) in DMF (0.5 mL). The system is purged with N2, sealed and heated to 100° C. for 14 h. After cooling down to room temperature, the mixture is hydrolyzed by adding 1 mL of 1 N HCl fo... The reactants are C1CCOC1, Cc1ccc(C)n1-c1cc(C(C)(O)C(F)(F)F)n(C)n1, CI, [H-], [Na+]. Yields the product COC(C)(c1cc(-n2c(C)ccc2C)nn1C)C(F)(F)F. RXN SMILES: [CH2:25]1[O:26][CH2:27][CH2:28][CH2:29]1.[CH3:1][c:2]1[n:3](-[c:8]2[cH:9][c:10]([C:14]([C:15]([F:16])([F:17])[F:18])([CH3:19])[OH:20])[n:11]([CH3:13])[n:12]2)[c:4]([CH3:7])[cH:5][cH:6]1.[CH3:23][I:24].[H-:21].[Na+:22]>>[CH3:1][c:2]1[n:3](-[c:8]2[cH:9][c:10]([C:14]([C:15]([F:16])([F:17])[F:18])([CH3:19])[O:20][CH3:23])[n:11]([CH3:13])[n:12]2)[c:4]([CH3:7])[cH:5][cH:6]1. The reactants are NC=1SC=C(N1)C(C(=O)OCC)=NOCCOCC (Ethyl 2-(2-aminothiazol-4-yl)-2-(2-ethoxyethoxyimino)acetate), C(C)(=O)OC(C)=O (acetic anhydride). Solvent: C(=O)O (formic acid). Yields the product C(=O)NC=1SC=C(N1)C(C(=O)OCC)=NOCCOCC (ethyl 2-(2-formamidothiazol-4-yl)-2-(2-ethoxyethoxyimino)acetate). Yield: 68.1%. RXN SMILES: [NH2:1][C:2]1[S:3][CH:4]=[C:5]([C:7](=[N:13][O:14][CH2:15][CH2:16][O:17][CH2:18][CH3:19])[C:8]([O:10][CH2:11][CH3:12])=[O:9])[N:6]=1.[C:20](OC(=O)C)(=[O:22])C>C(O)=O>[CH:20]([NH:1][C:2]1[S:3][CH:4]=[C:5]([C:7](=[N:13][O:14][CH2:15][CH2:16][O:17][CH2:18][CH3:19])[C:8]([O:10][CH2:11][CH3:12])=[O:9])[N:6]=1)=[O:22]. Reported procedure: Ethyl 2-(2-aminothiazol-4-yl)-2-(2-ethoxyethoxyimino)acetate (syn isomer, 11.5 g.), acetic anhydride (8.2 g.) and formic acid (3.7 g.) were treated in a similar manner to that of Example A-(4) to give ethyl 2-(2-formamidothiazol-4-yl)-2-(2-ethoxyethoxyimino)acetate (syn isomer, 8.6 g.). The reactants are ClCCl, CSc1nc(-c2cc(C(=O)Nc3nccs3)ccc2C)c2c(n1)N(c1c(F)cccc1F)C(=O)NC2, O=C(OO)c1cccc(Cl)c1. Yields the product Cc1ccc(C(=O)Nc2nccs2)cc1-c1nc(S(C)=O)nc2c1CNC(=O)N2c1c(F)cccc1F. Reaction SMILES: [Cl:48][CH2:49][Cl:50].[F:1][c:2]1[c:3]([N:9]2[C:10](=[O:36])[NH:11][CH2:12][c:13]3[c:14]2[n:15][c:16]([S:34][CH3:35])[n:17][c:18]3-[c:19]2[cH:20][c:21]([C:22](=[O:23])[NH:24][c:25]3[s:26][cH:27][cH:28][n:29]3)[cH:30][cH:31][c:32]2[CH3:33])[c:4]([F:8])[cH:5][cH:6][cH:7]1.[OH:37][O:38][C:39]([c:40]1[cH:41][c:42]([Cl:43])[cH:44][cH:45][cH:46]1)=[O:47]>>[F:1][c:2]1[c:3]([N:9]2[C:10](=[O:36])[NH:11][CH2:12][c:13]3[c:14]2[n:15][c:16]([S:34]([CH3:35])=[O:37])[n:17][c:18]3-[c:19]2[cH:20][c:21]([C:22](=[O:23])[NH:24][c:25]3[s:26][cH:27][cH:28][n:29]3)[cH:30][cH:31][c:32]2[CH3:33])[c:4]([F:8])[cH:5][cH:6][cH:7]1. Reactants: C(#N)C(=C(C(F)(F)F)Cl)C#N (1,1-dicyano-2-chloro-2-(trifluoromethyl)ethylene), FF (Fluorine), SCC(=O)OCC (ethyl 2-mercaptoacetate), C(C)(=O)[O-].[K+] (potassium acetate). The solvent is O (water), C(C)O (ethanol). Yields the product C(C)OC(=O)C=1SC(=C(C1N)C#N)C(F)(F)F (3-Amino-4-cyano-5-trifluoromethyl-thiophene-2-carboxylic acid ethyl ester). RXN SMILES: [C:1]([C:3]([C:10]#[N:11])=[C:4](Cl)[C:5]([F:8])([F:7])[F:6])#[N:2].FF.[SH:14][CH2:15][C:16]([O:18][CH2:19][CH3:20])=[O:17].C([O-])(=O)C.[K+]>O.C(O)C>[CH2:19]([O:18][C:16]([C:15]1[S:14][C:4]([C:5]([F:8])([F:7])[F:6])=[C:3]([C:10]#[N:11])[C:1]=1[NH2:2])=[O:17])[CH3:20] |f:3.4|. Procedure: Combine 1,1-dicyano-2-chloro-2-(trifluoromethyl)ethylene (0.554 mmol) (prepared by the method of Middleton, J. Fluorine Chem., 20, 1982, p 397-418) and ethanol in a 50 ml flask. Add ethyl 2-mercaptoacetate (0.554 mmol) and potassium acetate (0.831 mmol) and heat to 60-70° C. for 30-40 minutes. Cool the reaction and add water. Product crystallizes as yellowish needles. Filter crystals and wash with 1:1 ethanol/water. Dry solid under reduced pressure to give the title compound as light yellow crys... As a reaction SMILES: [CH3:1][C:2]1[C:7]([N+:8]([O-])=O)=[CH:6][C:5]2[C:11]3[CH2:16][CH2:15][N:14]([CH2:17][C:18](=[O:20])[CH3:19])[CH2:13][C:12]=3[C:21](=[O:23])[O:22][C:4]=2[CH:3]=1.[H][H]>CN(C)C=O.[Ni]>[NH2:8][C:7]1[C:2]([CH3:1])=[CH:3][C:4]2[O:22][C:21](=[O:23])[C:12]3[CH2:13][N:14]([CH2:17][C:18](=[O:20])[CH3:19])[CH2:15][CH2:16][C:11]=3[C:5]=2[CH:6]=1. Yields the product NC=1C(=CC2=C(C1)C1=C(CN(CC1)CC(C)=O)C(O2)=O)C (9-Amino-1,2,3,4-tetrahydro-8-methyl-3-(2-oxopropyl)-5H-[1]benzopyrano[3,4-c]pyridin-5-one). Reagents/catalysts: [Ni] (Raney Nickel). Procedure details: A solution of 1,2,3,4-tetrahydro-8-methyl-9-nitro-3-(2-oxopropyl)-5H-[1]benzopyrano[3,4-c]pyridin-5-one (17.2 g, 0.054 moles) in N,N-dimethylformamide (300 ml) is hydrogenated at 50 psi at 24° C. in the presence of Raney Nickel until the required amount of hydrogen has been taken up. The catalyst is filtered off and rinsed with hot N,N-dimethylformamide until free of organic material. The filtrate is slightly concentrated and cooled to give the product (10.9 g), mp 196°-198° C. The solvent is CN(C=O)C (N,N-dimethylformamide). The yield is 70.5%. The reactants are CC1=CC2=C(C=C1[N+](=O)[O-])C1=C(CN(CC1)CC(C)=O)C(O2)=O (1,2,3,4-tetrahydro-8-methyl-9-nitro-3-(2-oxopropyl)-5H-[1]benzopyrano[3,4-c]pyridin-5-one), [H][H] (hydrogen). The reactants are CC(C)(C)OC(=O)Nc1ccc(-c2ccc(OC(F)(F)F)cc2)cc1NC(=O)CC(=O)c1cccc(C#N)c1, ClCCl, O=C(O)C(F)(F)F. Yields the product N#Cc1cccc(C2=Nc3ccc(-c4ccc(OC(F)(F)F)cc4)cc3NC(=O)C2)c1. RXN SMILES: [C:1]([O:2][C:3](=[O:4])[NH:7][c:8]1[c:9]([NH:25][C:26]([CH2:27][C:28](=[O:5])[c:30]2[cH:31][c:32]([C:36]#[N:37])[cH:33][cH:34][cH:35]2)=[O:38])[cH:10][c:11](-[c:14]2[cH:15][cH:16][c:17]([O:20][C:21]([F:22])([F:23])[F:24])[cH:18][cH:19]2)[cH:12][cH:13]1)([CH3:6])([CH3:29])[CH3:39].[Cl:47][CH2:48][Cl:49].[F:40][C:41]([F:42])([F:43])[C:44]([OH:45])=[O:46]>>[N:7]1=[C:28]([c:30]2[cH:31][c:32]([C:36]#[N:37])[cH:33][cH:34][cH:35]2)[CH2:27][C:26](=[O:38])[NH:25][c:9]2[c:8]1[cH:13][cH:12][c:11](-[c:14]1[cH:15][cH:16][c:17]([O:20][C:21]([F:22])([F:23])[F:24])[cH:18][cH:19]1)[cH:10]2.